From a dataset of the Open Reaction Database (ORD), a public repository of structured organic reaction records. describe an organic reaction: reactants, conditions, products, and yield Reactants: [Li]CCCC, CC(C(=O)[O-])c1cc(Cl)ccc1Br, CC(C)NC(C)C, CI, C1CCOC1. Product: COC(=O)C(C)c1cc(Cl)ccc1Br. Reaction SMILES: [CH2:1]([Li:2])[CH2:3][CH2:4][CH3:5].[CH3:13][CH:14]([C:15](=[O:16])[O-:17])[c:18]1[c:19]([Br:25])[cH:20][cH:21][c:22]([Cl:24])[cH:23]1.[CH:6]([NH:7][CH:8]([CH3:9])[CH3:10])([CH3:11])[CH3:12].[I:26][CH3:27].[O:28]1[CH2:29][CH2:30][CH2:31][CH2:32]1>>[CH3:1][O:17][C:15]([CH:14]([CH3:13])[c:18]1[c:19]([Br:25])[cH:20][cH:21][c:22]([Cl:24])[cH:23]1)=[O:16].